describe an organic reaction: reactants, conditions, products, and yield From a dataset of the Open Reaction Database (ORD), a public repository of structured organic reaction records. Reactants: P(O)(O)(O)=O (phosphoric acid), N#CN (Cyanamide), CC(C)(C)C=1C=C(C=C(C1O)C(C)(C)C)C=C1C(N=C(N1C)SC)=O (5-[[3,5-bis(1,1-dimethylethyl)-4-hydroxyphenyl]methylene]-1,5-dihydro-1-methyl-2-(methylthio)-4H-imidazol-4-one), CC(C)([O-])C.[K+] (potassium tert-butoxide). The solvent is C(C)O (ethanol), O (water). Run at time 2.5 hour. Yields the product CC(C)(C)C=1C=C(C=C(C1O)C(C)(C)C)C=C1C(N=C(N1C)NC#N)=O (5-[[3,5-bis(1,1-dimethylethyl)-4-hydroxyphenyl]methylene]-4,5-dihydro-1-methyl-4-oxo-1H-imidazol-2-yl-cyanamide). Isolated yield 50.6%. RXN SMILES: [N:1]#[C:2][NH2:3].[CH3:4][C:5]([C:8]1[CH:9]=[C:10]([CH:19]=[C:20]2[N:24]([CH3:25])[C:23](SC)=[N:22][C:21]2=[O:28])[CH:11]=[C:12]([C:15]([CH3:18])([CH3:17])[CH3:16])[C:13]=1[OH:14])([CH3:7])[CH3:6].CC(C)([O-])C.[K+].P(=O)(O)(O)O>C(O)C.O>[CH3:4][C:5]([C:8]1[CH:9]=[C:10]([CH:19]=[C:20]2[N:24]([CH3:25])[C:23]([NH:3][C:2]#[N:1])=[N:22][C:21]2=[O:28])[CH:11]=[C:12]([C:15]([CH3:18])([CH3:17])[CH3:16])[C:13]=1[OH:14])([CH3:7])[CH3:6] |f:2.3|. Procedure: Cyanamide (0.2 g, 4.8 mmols) is added to a solution of 5-[[3,5-bis(1,1-dimethylethyl)-4-hydroxyphenyl]methylene]-1,5-dihydro-1-methyl-2-(methylthio)-4H-imidazol-4-one (1.5 g, 3.9 mmols) and potassium tert-butoxide (0.5 g, 4.3 mmols) in ethanol (25 mL) and the mixture is stirred under an inert atmosphere and heated to reflux. After 2.5 hours the mixture is allowed to cool, and is then poured into water (200 mL), acidified with phosphoric acid, and stirred. After half an hour the product is filter... Reactants: BrC1=C(OC(C(=O)Cl)C)C=C(C=C1)OC1=C(C=C(C=C1)Br)C#N (2-[2-bromo-5-(2-cyano-4-bromophenoxy)phenoxy]propionyl chloride), C(CCC)NCC1=CC=CO1 (N-Butyl-N-furfurylamine). The solvent is C(Cl)Cl (methylene chloride), C(Cl)Cl (methylene chloride). Conditions: temperature -15 celsius. Product: C(CCC)N(C(C(C)OC1=C(C=CC(=C1)OC1=C(C=C(C=C1)Br)C#N)Br)=O)CC1=CC=CO1 (N-butyl-N-furfuryl-2-[2-bromo-5-(2-cyano-4-bromophenoxy)phenoxy]propionamide). Reaction SMILES: [CH2:1]([NH:5][CH2:6][C:7]1[O:11][CH:10]=[CH:9][CH:8]=1)[CH2:2][CH2:3][CH3:4].[Br:12][C:13]1[CH:24]=[CH:23][C:22]([O:25][C:26]2[CH:31]=[CH:30][C:29]([Br:32])=[CH:28][C:27]=2[C:33]#[N:34])=[CH:21][C:14]=1[O:15][CH:16]([CH3:20])[C:17](Cl)=[O:18]>C(Cl)Cl>[CH2:1]([N:5]([CH2:6][C:7]1[O:11][CH:10]=[CH:9][CH:8]=1)[C:17](=[O:18])[CH:16]([O:15][C:14]1[CH:21]=[C:22]([O:25][C:26]2[CH:31]=[CH:30][C:29]([Br:32])=[CH:28][C:27]=2[C:33]#[N:34])[CH:23]=[CH:24][C:13]=1[Br:12])[CH3:20])[CH2:2][CH2:3][CH3:4]. Procedure details: N-Butyl-N-furfurylamine (0.015 mole) triethylamine (5 ml) and methylene chloride (50 ml) are charged into a glass reaction vessel equipped with a mechanical stirrer, thermometer and addition funnel. The reaction mixture is cooled to about -15° C. and a solution of 2-[2-bromo-5-(2-cyano-4-bromophenoxy)phenoxy]propionyl chloride (0.01 mole) in methylene chloride (50 ml) is added dropwise with stirring. After this time the mixture is transferred to a separatory funnel and is washed with water and d... The reactants are C[C@@H]1C[C@@H]([C@@H]2[C@H](C[C@H]([C@@](O2)(C(=O)C(=O)N3CCCC[C@H]3C(=O)O[C@@H]([C@@H]([C@H](CC(=O)[C@@H](/C=C(/C1)\C)CC=C)O)C)/C(=C/[C@@H]4CC[C@H]([C@@H](C4)OC)O)/C)O)C)OC)OC (TAC), OC1[C@H](O)[C@@H](O)[C@H](O[C@H]2[C@H](O)[C@@H](O)[C@@H](O)[C@H](O2)CO)[C@H](O1)CO (lactose), C[C@@H]1C[C@@H]([C@@H]2[C@H](C[C@H]([C@@](O2)(C(=O)C(=O)N3CCCC[C@H]3C(=O)O[C@@H]([C@@H]([C@H](CC(=O)[C@@H](/C=C(/C1)\C)CC=C)O)C)/C(=C/[C@@H]4CC[C@H]([C@@H](C4)OC)O)/C)O)C)OC)OC (TAC), OC1[C@H](O)[C@@H](O)[C@H](O[C@H]2[C@H](O)[C@@H](O)[C@@H](O)[C@H](O2)CO)[C@H](O1)CO (LAC), solids, C(C)#N (acetonitrile). The solvent is O (water). Reaction conditions: temperature -50 celsius. Yields the product C[C@@H]1C[C@@H]([C@@H]2[C@H](C[C@H]([C@@](O2)(C(=O)C(=O)N3CCCC[C@H]3C(=O)O[C@@H]([C@@H]([C@H](CC(=O)[C@@H](/C=C(/C1)\C)CC=C)O)C)/C(=C/[C@@H]4CC[C@H]([C@@H](C4)OC)O)/C)O)C)OC)OC.OC1[C@H](O)[C@@H](O)[C@H](O[C@H]2[C@H](O)[C@@H](O)[C@@H](O)[C@H](O2)CO)[C@H](O1)CO (TAC LAC). As a reaction SMILES: [CH3:1][C@H:2]1[CH2:33][C:32]([CH3:34])=[CH:31][C@@H:30]([CH2:35][CH:36]=[CH2:37])[C:28](=[O:29])[CH2:27][C@H:26]([OH:38])[C@@H:25]([CH3:39])[C@@H:24](/[C:40](/[CH3:51])=[CH:41]/[C@H:42]2[CH2:47][C@@H:46]([O:48][CH3:49])[C@H:45]([OH:50])[CH2:44][CH2:43]2)[O:23][C:21](=[O:22])[C@H:20]2[N:15]([CH2:16][CH2:17][CH2:18][CH2:19]2)[C:13](=[O:14])[C:11](=[O:12])[C@:9]2([OH:52])[O:10][C@@H:5]([C@@H:6]([O:54][CH3:55])[CH2:7][C@H:8]2[CH3:53])[C@@H:4]([O:56][CH3:57])[CH2:3]1.[OH:58][CH:59]1[O:78][C@H:77]([CH2:79][OH:80])[C@@H:64]([O:65][C@@H:66]2[O:74][C@H:73]([CH2:75][OH:76])[C@H:71]([OH:72])[C@H:69]([OH:70])[C@H:67]2[OH:68])[C@H:62]([OH:63])[C@H:60]1[OH:61].C(#N)C>O>[CH3:1][C@H:2]1[CH2:33][C:32]([CH3:34])=[CH:31][C@@H:30]([CH2:35][CH:36]=[CH2:37])[C:28](=[O:29])[CH2:27][C@H:26]([OH:38])[C@@H:25]([CH3:39])[C@@H:24](/[C:40](/[CH3:51])=[CH:41]/[C@H:42]2[CH2:47][C@@H:46]([O:48][CH3:49])[C@H:45]([OH:50])[CH2:44][CH2:43]2)[O:23][C:21](=[O:22])[C@H:20]2[N:15]([CH2:16][CH2:17][CH2:18][CH2:19]2)[C:13](=[O:14])[C:11](=[O:12])[C@:9]2([OH:52])[O:10][C@@H:5]([C@@H:6]([O:54][CH3:55])[CH2:7][C@H:8]2[CH3:53])[C@@H:4]([O:56][CH3:57])[CH2:3]1.[OH:58][CH:59]1[O:78][C@H:77]([CH2:79][OH:80])[C@@H:64]([O:65][C@@H:66]2[O:74][C@H:73]([CH2:75][OH:76])[C@H:71]([OH:72])[C@H:69]([OH:70])[C@H:67]2[OH:68])[C@H:62]([OH:63])[C@H:60]1[OH:61] |f:4.5|. Procedure: A formulation of tacrolimus (TAC) was produced using TAC and lactose (LAC) in ratio 1:1. The TAC:LAC 1:1 formulation was prepared using the ultra-rapid freezing (URF) process. The compositions were prepared by dissolving TAC and LAC at a 1:1 ratio and 0.75% solids in a 60/40 mixture of acetonitrile and water. The solution of drug and excipient was applied to the surface of a solid substrate, which is cooled using a cryogenic substrate maintained at −50° C. The frozen compositions were then colle... Starting materials: COc1ccc2cc3c(=O)c(C#N)c[nH]c3cc2c1, CN(C)C=O, O=P(Cl)(Cl)Cl. Product: COc1ccc2cc3c(Cl)c(C#N)cnc3cc2c1. Reaction SMILES: [CH3:1][O:2][c:3]1[cH:4][c:5]2[c:6]([cH:7][c:8]3[c:9](=[O:17])[c:10]([C:15]#[N:16])[cH:11][nH:12][c:13]3[cH:14]2)[cH:18][cH:19]1.[CH3:20][N:21]([CH3:22])[CH:23]=[O:24].[P:25]([Cl:26])([Cl:27])([Cl:28])=[O:29]>>[CH3:1][O:2][c:3]1[cH:4][c:5]2[c:6]([cH:7][c:8]3[c:9]([Cl:27])[c:10]([C:15]#[N:16])[cH:11][n:12][c:13]3[cH:14]2)[cH:18][cH:19]1. Starting materials: N[C@@H](C)C(=O)O (L-alanine), C1(=CC=C(C=C1)S(=O)(=O)Cl)C (p-toluenesulfonyl chloride). The solvent is [OH-].[Na+] (sodium hydroxide), C1(=CC=CC=C1)C (toluene). Conditions: temperature 5 celsius, time 20 hour. The product is S(=O)(=O)(C1=CC=C(C)C=C1)N[C@@H](C)C(=O)O (N-tosyl-L-alanine). As a reaction SMILES: [NH2:1][C@H:2]([C:4]([OH:6])=[O:5])[CH3:3].[C:7]1([CH3:17])[CH:12]=[CH:11][C:10]([S:13](Cl)(=[O:15])=[O:14])=[CH:9][CH:8]=1>[OH-].[Na+].C1(C)C=CC=CC=1>[S:13]([NH:1][C@H:2]([C:4]([OH:6])=[O:5])[CH3:3])([C:10]1[CH:11]=[CH:12][C:7]([CH3:17])=[CH:8][CH:9]=1)(=[O:15])=[O:14] |f:2.3|. Procedure: L-alanine (100 g; 1.11 moles) was dissolved in 2.25 L of 1N sodium hydroxide (aq), cooled to 5° C. and stirred while a solution of p-toluenesulfonyl chloride (218 g; 1.11 moles) in 450 mL of toluene was added slowly. The mixture was stirred at ambient temperature for 20 hr. The layers were separated and the chilled aqueous layer acidified to pH1 with concentrated hydrochloric acid. The white solid title compound was collected by filtration, washed with water and dried. Yield 178.5 g (66%) mp 134... The reactants are Brc1ncccn1, C#CC1CCN(C(=O)OC(C)(C)C)CC1, Cl[Pd]Cl, c1ccc(P(c2ccccc2)c2ccccc2)cc1, c1ccc(P(c2ccccc2)c2ccccc2)cc1. The product is CC(C)(C)OC(=O)N1CCC(C#Cc2ncccn2)CC1. As a reaction SMILES: [Br:1][c:2]1[n:3][cH:4][cH:5][cH:6][n:7]1.[C:8]([CH3:9])([CH3:10])([CH3:11])[O:12][C:13](=[O:14])[N:15]1[CH2:16][CH2:17][CH:18]([C:21]#[CH:22])[CH2:19][CH2:20]1.[Pd:23]([Cl:24])[Cl:25].[c:26]1([P:27]([c:28]2[cH:29][cH:30][cH:31][cH:32][cH:33]2)[c:34]2[cH:35][cH:36][cH:37][cH:38][cH:39]2)[cH:40][cH:41][cH:42][cH:43][cH:44]1.[c:45]1([P:46]([c:47]2[cH:48][cH:49][cH:50][cH:51][cH:52]2)[c:53]2[cH:54][cH:55][cH:56][cH:57][cH:58]2)[cH:59][cH:60][cH:61][cH:62][cH:63]1>>[c:2]1([C:22]#[C:21][CH:18]2[CH2:17][CH2:16][N:15]([C:13]([O:12][C:8]([CH3:9])([CH3:10])[CH3:11])=[O:14])[CH2:20][CH2:19]2)[n:3][cH:4][cH:5][cH:6][n:7]1. Reaction SMILES: [BH4-:12].[Br:1][c:2]1[c:3]2[c:7]([cH:8][cH:9][cH:10]1)[C:6](=[O:11])[CH2:5][CH2:4]2.[CH3:14][CH2:15][OH:16].[Na+:13]>>[Br:1][c:2]1[c:3]2[c:7]([cH:8][cH:9][cH:10]1)[CH:6]([OH:11])[CH2:5][CH2:4]2. Starting materials: [BH4-], O=C1CCc2c(Br)cccc21, CCO, [Na+]. Product: OC1CCc2c(Br)cccc21.